Dataset: the Open Reaction Database (ORD), a public repository of structured organic reaction records. Task: describe an organic reaction: reactants, conditions, products, and yield Reactants: N (ammonia), C(C)OC(C)OC1C(C(=O)OC(C(/C=C/C(C(CC1)(C)OC(C)OCC)OC1=CC=C(C=C1)[N+](=O)[O-])C)\C(=C\C=C\C(CC1C(C(C(CC)OC(C)OCC)C)O1)C)\C)C(=O)O ((8E,12E,14E)-3,6,21-tri(1-ethoxyethoxy)-6,10,12,16,20-pentamethyl-7-(4-nitrophenoxy)carboxy-18,19-epoxytricosa-8,12,14-trien-11-olide), C(C)(=O)OCC (Ethyl acetate), O (water). Solvent: O1CCCC1 (tetrahydrofuran). Conditions: time 3 hour. Product: C(N)(=O)OC\1C(CCC(CC(=O)OC(C(/C=C1)C)\C(=C\C=C\C(CC1C(C(C(CC)OC(C)OCC)C)O1)C)\C)OC(C)OCC)(C)OC(C)OCC ((8E,12E,14E)-7-Carbamoyloxy-3,6,21-tri(1-ethoxyethoxy)-6,10,12,16,20-pentamethyl-18,19-epoxytricosa-8,12,14-trien-11-olide). Isolated yield 90.0%. Reaction SMILES: [NH3:1].[CH2:2]([O:4][CH:5]([O:7][CH:8]1[CH2:20][CH2:19][C:18]([O:22][CH:23]([O:25][CH2:26][CH3:27])[CH3:24])([CH3:21])[CH:17]([O:28][C:29]2C=CC([N+]([O-])=O)=CC=2)[CH:16]=[CH:15][CH:14]([CH3:38])[CH:13](/[C:39](/[CH3:60])=[CH:40]/[CH:41]=[CH:42]/[CH:43]([CH3:59])[CH2:44][CH:45]2[O:58][CH:46]2[CH:47]([CH3:57])[CH:48]([O:51][CH:52]([O:54][CH2:55][CH3:56])[CH3:53])[CH2:49][CH3:50])[O:12][C:10](=[O:11])[CH:9]1C(O)=O)[CH3:6])[CH3:3].C(OCC)(=O)C.[OH2:70]>O1CCCC1>[C:29]([O:28][CH:17]1[C:18]([O:22][CH:23]([O:25][CH2:26][CH3:27])[CH3:24])([CH3:21])[CH2:19][CH2:20][CH:8]([O:7][CH:5]([O:4][CH2:2][CH3:3])[CH3:6])[CH2:9][C:10]([O:12][CH:13](/[C:39](/[CH3:60])=[CH:40]/[CH:41]=[CH:42]/[CH:43]([CH3:59])[CH2:44][CH:45]2[O:58][CH:46]2[CH:47]([CH3:57])[CH:48]([O:51][CH:52]([O:54][CH2:55][CH3:56])[CH3:53])[CH2:49][CH3:50])[CH:14]([CH3:38])[CH:15]=[CH:16]1)=[O:11])(=[O:70])[NH2:1]. Procedure details: 28% Aqueous ammonia solution (20 μL, 300 μmol) was added dropwise to a solution of the crude (8E,12E,14E)-3,6,21-tri(1-ethoxyethoxy)-6,10,12,16,20-pentamethyl-7-(4-nitrophenoxy)carboxy-18,19-epoxytricosa-8,12,14-trien-11-olide (10 mg, about 5.3 μmol) in tetrahydrofuran (1.5 mL), followed by stirring at room temperature for 3 hours. Ethyl acetate and water were added to the reaction mixture, and the mixture was extracted with ethyl acetate. The resulting organic layer was dried over anhydrous mag... Starting materials: C(C)(=O)C=1C(=C(C(=C(C=O)C1)N1C[C@H](O[C@H](C1)C)C)F)F (5-acetyl-2-((2R,6S)-2,6-dimethyl-morpholin-4-yl)-3,4-difluoro-benzaldehyde), C(C)(=O)C=1C(=C(C(=C(C=O)C1)N1C[C@H](O[C@H](C1)C)C)F)F (5-acetyl-2-((2R,6S)-2,6-dimethyl-morpholin-4-yl)-3,4-difluoro-benzaldehyde), N1C(=O)NC(=O)CC1=O (barbituric acid). Solvent: CC(C)O (IPA). Reaction conditions: temperature 85 celsius. The product is C(C)(=O)C=1C=C2CC3(C(NC(NC3=O)=O)=O)[C@@H]3N(C2=C(C1F)F)C[C@H](O[C@H]3C)C ((2R,4S,4aS)-rel-8-acetyl-9,10-difluoro-2,4-dimethyl-1,2,4,4a-tetrahydro-2′H,6H-spiro[1,4-oxazino[4,3-a]quinoline-5,5′-pyrimidine]-2′,4′,6′(1′H,3′H)-trione). RXN SMILES: [C:1]([C:4]1[C:5]([F:21])=[C:6]([F:20])[C:7]([N:12]2[CH2:17][C@H:16]([CH3:18])[O:15][C@H:14]([CH3:19])[CH2:13]2)=[C:8]([CH:11]=1)[CH:9]=O)(=[O:3])[CH3:2].[NH:22]1[C:29](=[O:30])[CH2:28][C:26](=[O:27])[NH:25][C:23]1=[O:24]>CC(O)C>[C:1]([C:4]1[CH:11]=[C:8]2[C:7](=[C:6]([F:20])[C:5]=1[F:21])[N:12]1[CH2:17][C@@H:16]([CH3:18])[O:15][C@@H:14]([CH3:19])[C@@H:13]1[C:28]1([C:26](=[O:27])[NH:25][C:23](=[O:24])[NH:22][C:29]1=[O:30])[CH2:9]2)(=[O:3])[CH3:2]. Procedure: To a solution of 5-acetyl-2-((2R,6S)-2,6-dimethyl-morpholin-4-yl)-3,4-difluoro-benzaldehyde (Intermediate 11, 3.0 g, 9.17 mmol) in IPA was added barbituric acid (1.4 g, 11.00 mmol), and the mixture was heated at 85° C. for 12 hours. Solvents were evaporated and the residue was purified over neutral alumina using a gradient of methanol in CH2Cl2 to give the title compound as a racemic mixture in the form of an off-white solid. Yield: 3.0 g (75%). Procedure details: A solution of 35 g of tetrahydropyran-2-yloxy acetonitrile in 100 ml of ether is added dropwise to a slurry of 10 g of lithium aluminum hydride in 300 ml of ether and 100 ml of tetrahydrofuran. The slurry is refluxed for 210 minutes, cooled, and 25 ml of sat. potassium carbonate solution is added at a rate that maintains gentle reflux. After 90 minutes the slurry is filtered and the solid is washed with ether. The filtrate is evaporated in vacuo and distilled to give 33.6 g of 2-(tetrahydropyran... The reactants are O1C(CCCC1)OCC#N (tetrahydropyran-2-yloxy acetonitrile), [H-].[Al+3].[Li+].[H-].[H-].[H-] (lithium aluminum hydride), C([O-])([O-])=O.[K+].[K+] (potassium carbonate). Yields the product O1C(CCCC1)OCCN (2-(tetrahydropyran-2-yloxy)ethylamine). The solvent is CCOCC (ether), CCOCC (ether), O1CCCC1 (tetrahydrofuran). Yield: 93.3%. As a reaction SMILES: [O:1]1[CH2:6][CH2:5][CH2:4][CH2:3][CH:2]1[O:7][CH2:8][C:9]#[N:10].[H-].[Al+3].[Li+].[H-].[H-].[H-].C(=O)([O-])[O-].[K+].[K+]>CCOCC.O1CCCC1>[O:1]1[CH2:6][CH2:5][CH2:4][CH2:3][CH:2]1[O:7][CH2:8][CH2:9][NH2:10] |f:1.2.3.4.5.6,7.8.9|.